This data is from the Open Reaction Database (ORD), a public repository of structured organic reaction records. The task is: describe an organic reaction: reactants, conditions, products, and yield Reactants: C(C)OC(=O)C1=C(SC(=C1CCC1=CC=C(C=C1)Br)C)N (2-amino-4-[2-(4-bromophenyl)ethyl]-5-methyl-thiophene-3-carboxylic acid ethyl ester), C1(C=2C(C(=O)O1)=CC=CC2)=O (phthalic anhydride). The solvent is C(C)(=O)O (acetic acid). The product is C(C)OC(=O)C1=C(SC(=C1CCC1=CC=C(C=C1)Br)C)N1C(C2=CC=CC=C2C1=O)=O (4-[2-(4-Bromophenyl)ethyl]-2-(1,3-dioxo-1,3-dihydroisoindol-2-yl)-5-methyl-thiophene-3-carboxylic acid ethyl ester). As a reaction SMILES: [CH2:1]([O:3][C:4]([C:6]1[C:10]([CH2:11][CH2:12][C:13]2[CH:18]=[CH:17][C:16]([Br:19])=[CH:15][CH:14]=2)=[C:9]([CH3:20])[S:8][C:7]=1[NH2:21])=[O:5])[CH3:2].[C:22]1(=O)[O:27][C:25](=[O:26])[C:24]2=[CH:28][CH:29]=[CH:30][CH:31]=[C:23]12>C(O)(=O)C>[CH2:1]([O:3][C:4]([C:6]1[C:10]([CH2:11][CH2:12][C:13]2[CH:14]=[CH:15][C:16]([Br:19])=[CH:17][CH:18]=2)=[C:9]([CH3:20])[S:8][C:7]=1[N:21]1[C:25](=[O:26])[C:24]2[C:23](=[CH:31][CH:30]=[CH:29][CH:28]=2)[C:22]1=[O:27])=[O:5])[CH3:2]. Procedure details: A mixture of 2-amino-4-[2-(4-bromophenyl)ethyl]-5-methyl-thiophene-3-carboxylic acid ethyl ester (2 mmol, Example 30, Part B) and phthalic anhydride (2.2 mmol) in glacial acetic acid (20 mL) is heated at reflux overnight. After cooling to room temperature, the acetic acid is removed in vacuo and the residue triturated with petroleum ether. The crude product is collected by filtration, suspended in acetyl chloride (5 mL), and heated to reflux for one hour. After removing the solvent in vacuo, the... The reactants are CC(C)(C)CC(NC(=O)OC(C)(C)C)C(=O)O, CCOC(C)=O, [H-], CI, [Na+], C1CCOC1. Yields the product CN(C(=O)OC(C)(C)C)C(CC(C)(C)C)C(=O)O. Reaction SMILES: [C:1]([CH3:2])([CH3:3])([CH3:4])[O:5][C:6](=[O:7])[NH:8][CH:9]([C:10](=[O:11])[OH:12])[CH2:13][C:14]([CH3:15])([CH3:16])[CH3:17].[CH3:22][CH2:23][O:24][C:25](=[O:26])[CH3:27].[H-:20].[I:18][CH3:19].[Na+:21].[O:28]1[CH2:29][CH2:30][CH2:31][CH2:32]1>>[C:1]([CH3:2])([CH3:3])([CH3:4])[O:5][C:6](=[O:7])[N:8]([CH:9]([C:10](=[O:11])[OH:12])[CH2:13][C:14]([CH3:15])([CH3:16])[CH3:17])[CH3:22]. Reactants: CCN(CC)CC1CCCCN1, CC#N, CC(C)OC(C)C, Cc1ccc2c(c1)C(=O)Nc1cccnc1N2C(=O)CCl. Yields the product CCN(CC)CC1CCCCN1CC(=O)N1c2ccc(C)cc2C(=O)Nc2cccnc21. As a reaction SMILES: [CH2:22]([CH3:23])[N:24]([CH2:25][CH3:26])[CH2:27][CH:28]1[NH:29][CH2:30][CH2:31][CH2:32][CH2:33]1.[CH3:41][C:42]#[N:43].[CH:34]([O:35][CH:36]([CH3:37])[CH3:38])([CH3:39])[CH3:40].[Cl:1][CH2:2][C:3](=[O:4])[N:5]1[c:6]2[c:7]([cH:18][cH:19][cH:20][n:21]2)[NH:8][C:9](=[O:17])[c:10]2[c:11]1[cH:12][cH:13][c:14]([CH3:16])[cH:15]2>>[CH2:2]([C:3](=[O:4])[N:5]1[c:6]2[c:7]([cH:18][cH:19][cH:20][n:21]2)[NH:8][C:9](=[O:17])[c:10]2[c:11]1[cH:12][cH:13][c:14]([CH3:16])[cH:15]2)[N:29]1[CH:28]([CH2:27][N:24]([CH2:22][CH3:23])[CH2:25][CH3:26])[CH2:33][CH2:32][CH2:31][CH2:30]1.